This data is from the Open Reaction Database (ORD), a public repository of structured organic reaction records. The task is: describe an organic reaction: reactants, conditions, products, and yield Starting materials: C12(CC3CC(CC(C1)C3)C2)NC2=NC(=CC(=N2)NC23CC1CC(CC(C2)C1)C3)N3CCNCC3 (2,4-bis(1-adamantylamino)-6-(1-piperazinyl)pyrimidine), C([O-])([O-])=O.[K+].[K+] (potassium carbonate), BrC1=CC=C(C=C1)S(=O)(=O)OCC([C@H]1[C@@H](C[C@H]2[C@@H]3CCC4=CC(C=C[C@]4(C)C3=CC[C@]12C)=O)C)=O (21-(4-bromobenzenesulfonyloxy)-16α-methylpregna-1,4,9(11)-triene-3,20-dione). The solvent is C(C)#N (acetonitrile). Reaction conditions: temperature 65 celsius, time 5 hour. The product is C12(CC3CC(CC(C1)C3)C2)NC2=NC(=CC(=N2)NC23CC1CC(CC(C2)C1)C3)N3CCN(CC3)CC([C@H]3[C@@H](C[C@H]1[C@@H]2CCC4=CC(C=C[C@]4(C)C2=CC[C@]31C)=O)C)=O (21-{4-[2,4-bis(1-adamantylamino)-6-pyrimidinyl]-1-piperazinyl}-16α-methylpregna-1,4,9(11)-triene-3,20 -dione). As a reaction SMILES: [C:1]12([NH:11][C:12]3[N:17]=[C:16]([NH:18][C:19]45[CH2:28][CH:23]6[CH2:24][CH:25]([CH2:27][CH:21]([CH2:22]6)[CH2:20]4)[CH2:26]5)[CH:15]=[C:14]([N:29]4[CH2:34][CH2:33][NH:32][CH2:31][CH2:30]4)[N:13]=3)[CH2:10][CH:5]3[CH2:6][CH:7]([CH2:9][CH:3]([CH2:4]3)[CH2:2]1)[CH2:8]2.C(=O)([O-])[O-].[K+].[K+].BrC1C=CC(S(O[CH2:52][C:53](=[O:75])[C@@H:54]2[C@:71]3([CH3:72])[C@H:57]([C@H:58]4[C:68](=[CH:69][CH2:70]3)[C@:66]3([CH3:67])[C:61](=[CH:62][C:63](=[O:73])[CH:64]=[CH:65]3)[CH2:60][CH2:59]4)[CH2:56][C@H:55]2[CH3:74])(=O)=O)=CC=1>C(#N)C>[C:1]12([NH:11][C:12]3[N:17]=[C:16]([NH:18][C:19]45[CH2:28][CH:23]6[CH2:24][CH:25]([CH2:27][CH:21]([CH2:22]6)[CH2:20]4)[CH2:26]5)[CH:15]=[C:14]([N:29]4[CH2:30][CH2:31][N:32]([CH2:52][C:53](=[O:75])[C@@H:54]5[C@:71]6([CH3:72])[C@H:57]([C@H:58]7[C:68](=[CH:69][CH2:70]6)[C@:66]6([CH3:67])[C:61](=[CH:62][C:63](=[O:73])[CH:64]=[CH:65]6)[CH2:60][CH2:59]7)[CH2:56][C@H:55]5[CH3:74])[CH2:33][CH2:34]4)[N:13]=3)[CH2:2][CH:3]3[CH2:9][CH:7]([CH2:6][CH:5]([CH2:4]3)[CH2:10]1)[CH2:8]2 |f:1.2.3|. Reported procedure: After adding 1.88 g (4.07 mmoles) of 2,4-bis(1-adamantylamino)-6-(1-piperazinyl)pyrimidine and 0.56 g of potassium carbonate to a solution containing 2.00 g (3.57 mmoles) of 21-(4-bromobenzenesulfonyloxy)-16α-methylpregna-1,4,9(11)-triene-3,20-dione in 100 ml of acetonitrile, the reaction mixture is stirred at a temperature of 65° C. for 5 hours, then evaporated. The residue is distributed between 40 ml of chloroform and 10 ml of water. After separation the chloroform layer is dried and evaporat... Reactants: C1CCOC1, COC(=O)c1cccc(-c2nc3ccccn3c2-c2ccnc(Nc3cccc(OCCN(C)C)c3)n2)c1, C[Si](C)(C)[N-][Si](C)(C)C, Nc1cc(Cl)ccc1F, [Na+]. Product: CN(C)CCOc1cccc(Nc2nccc(-c3c(-c4cccc(C(=O)Nc5cc(Cl)ccc5F)c4)nc4ccccn34)n2)c1. Reaction SMILES: [CH2:58]1[O:59][CH2:60][CH2:61][CH2:62]1.[CH3:11][N:12]([CH2:13][CH2:14][O:15][c:16]1[cH:17][c:18]([NH:22][c:23]2[n:24][cH:25][cH:26][c:27](-[c:29]3[c:30](-[c:38]4[cH:39][c:40]([C:41](=[O:42])[O:43][CH3:44])[cH:45][cH:46][cH:47]4)[n:31][c:32]4[n:33]3[cH:34][cH:35][cH:36][cH:37]4)[n:28]2)[cH:19][cH:20][cH:21]1)[CH3:48].[CH3:2][Si:3]([N-:4][Si:5]([CH3:6])([CH3:7])[CH3:8])([CH3:9])[CH3:10].[Cl:49][c:50]1[cH:51][cH:52][c:53]([F:57])[c:54]([NH2:55])[cH:56]1.[Na+:1]>>[CH3:11][N:12]([CH2:13][CH2:14][O:15][c:16]1[cH:17][c:18]([NH:22][c:23]2[n:24][cH:25][cH:26][c:27](-[c:29]3[c:30](-[c:38]4[cH:39][c:40]([C:41](=[O:42])[NH:55][c:54]5[c:53]([F:57])[cH:52][cH:51][c:50]([Cl:49])[cH:56]5)[cH:45][cH:46][cH:47]4)[n:31][c:32]4[n:33]3[cH:34][cH:35][cH:36][cH:37]4)[n:28]2)[cH:19][cH:20][cH:21]1)[CH3:48]. Starting materials: C12C(C3CC(CC(C1)C3)C2)N2NC(C2=O)(C)C (2-(Adamantan-2-yl)-4,4-dimethyl-1,2-diazetidin-3-one), ClC1=C(CBr)C=CC=C1Cl (2,3-dichlorobenzyl bromide). Product: ClC1=C(CN2N(C(C2(C)C)=O)C2C3CC4CC(CC2C4)C3)C=CC=C1Cl (1-(2,3-dichlorobenzyl)-4,4-dimethyl-2-(adamantan-2-yl)-1,2-diazetidin-3-one). As a reaction SMILES: [CH:1]12[CH2:10][CH:5]3[CH2:6][CH:7]([CH2:9][CH:3]([CH2:4]3)[CH:2]1[N:11]1[C:14](=[O:15])[C:13]([CH3:17])([CH3:16])[NH:12]1)[CH2:8]2.[Cl:18][C:19]1[C:26]([Cl:27])=[CH:25][CH:24]=[CH:23][C:20]=1[CH2:21]Br>>[Cl:18][C:19]1[C:26]([Cl:27])=[CH:25][CH:24]=[CH:23][C:20]=1[CH2:21][N:12]1[C:13]([CH3:17])([CH3:16])[C:14](=[O:15])[N:11]1[CH:2]1[CH:3]2[CH2:4][CH:5]3[CH2:6][CH:7]([CH2:8][CH:1]1[CH2:10]3)[CH2:9]2. Reported procedure: 2-(Adamantan-2-yl)-4,4-dimethyl-1,2-diazetidin-3-one and 2,3-dichlorobenzyl bromide were used for a similar reaction and treatment as Process 6 of Example 1, and the title compound was obtained as a white crystalline powder. Reaction conditions: temperature 115 celsius, time 23 hour. The reactants are C1CCC2=NCCCN2CC1 (DBU), CNC(C1=CC=CC=C1)=O (N-methylbenzamide), IC1=CC=CC=C1 (iodobenzene), C1(=CC=CC=C1)P(C1=CC=CC=C1)C1=CC=CC=C1 (triphenylphosphine), CCOCC (ether). Reaction SMILES: [CH3:1][NH:2][C:3](=[O:10])[C:4]1[CH:9]=[CH:8][CH:7]=[CH:6][CH:5]=1.I[C:12]1[CH:17]=[CH:16][CH:15]=[CH:14][CH:13]=1.C1(P(C2C=CC=CC=2)C2C=CC=CC=2)C=CC=CC=1.C1CCN2C(=NCCC2)CC1.C[CH2:49][O:50]CC>CC(N(C)C)=O>[CH3:1][N:2]([C:49](=[O:50])[C:12]1[CH:17]=[CH:16][CH:15]=[CH:14][CH:13]=1)[C:3](=[O:10])[C:4]1[CH:9]=[CH:8][CH:7]=[CH:6][CH:5]=1. Procedure: A pressure vessel (Fisher-Porter bottle) equipped with a Teflon coated stir bar, a gas inlet, a pressure gauge, and a pressure release valve was charged with N-methylbenzamide (242 mg, 1.79 mmol), iodobenzene (200 μl, 1.29 mmol), PdCl2L2 (76 mg, 0.107 mmol), triphenylphosphine (56 mg, 0.214 mmol) and DMAc (3.4 ml) and heated (115° C.) under one atmosphere of CO until the reactants had dissolved. DBU (320 μl, 2.14 mmol) was then introduced into the reaction mixture and the reactor charged to 40 p... The solvent is CC(=O)N(C)C (DMAc). The product is CN(C(C1=CC=CC=C1)=O)C(C1=CC=CC=C1)=O (N-methyl-N-benzoylbenzamide). Isolated yield 7.0%. The reactants are N(=NC(C(=O)OC)(C)C)C(C(=O)OC)(C)C (dimethyl 2,2′-azobisisobutyrate), C(=C)C1=CC=C(C=C1)O (p-vinylphenol), C(C)C1=CC=C(C=C1)O (p-ethylphenol), C1(=CC=CC=C1)O (phenol), C1=CC(=CC=C1O)C (p-cresol). Solvent: CO (methanol), O (water). The product is C#CC1=CC=C(C=C1)O (poly(p-vinylphenol)). Reaction SMILES: [CH:1]([C:3]1[CH:8]=[CH:7][C:6]([OH:9])=[CH:5][CH:4]=1)=[CH2:2].C(C1C=CC(O)=CC=1)C.C1(O)C=CC=CC=1.C1C(O)=CC=C(C)C=1.N(C(C)(C)C(OC)=O)=NC(C)(C)C(OC)=O>CO.O>[CH:2]#[C:1][C:3]1[CH:8]=[CH:7][C:6]([OH:9])=[CH:5][CH:4]=1. Reported procedure: To 536.3 g of a p-vinylphenol fraction obtained by the same vacuum flash distillation as in Example 1, containing 32.9% of p-vinylphenol, 49.1% of p-ethylphenol, 1.6% of phenol, 7.0% of p-cresol and 9.4% of water were added 160.9 g of methanol as a solvent and 5.36 g of dimethyl 2,2′-azobisisobutyrate as an initiator. The resulting mixture was subjected to a polymerization reaction at 80° C. for 5 hours. The reaction mixture was treated in the same manner as in Example 1 to obtain 98.2 g of a po... Starting materials: ClC1=CC(=C(OCCOC(C)=O)C=C1)C=O (Acetic acid 2-(4-chloro-2-formyl-phenoxy)-ethyl ester), ClC1=CC=C2CC(NC2=C1)=O (6-chlorooxindole), N1CCCC1 (Pyrrolidine). The solvent is CO (methanol). Reaction conditions: temperature 70 celsius. Product: ClC1=CC=C2/C(/C(NC2=C1)=O)=C/C1=C(C=CC(=C1)Cl)OCCO (Z-6-Chloro-3-[5-chloro-2-(2-hydroxy-ethoxy)-benzylidene]-1,3-dihydro-indol-2-one). Yield: 43.0%. As a reaction SMILES: [Cl:1][C:2]1[CH:14]=[CH:13][C:5]([O:6][CH2:7][CH2:8][O:9]C(=O)C)=[C:4]([CH:15]=O)[CH:3]=1.[Cl:17][C:18]1[CH:26]=[C:25]2[C:21]([CH2:22][C:23](=[O:27])[NH:24]2)=[CH:20][CH:19]=1.N1CCCC1>CO>[Cl:17][C:18]1[CH:26]=[C:25]2[C:21](/[C:22](=[CH:15]/[C:4]3[CH:3]=[C:2]([Cl:1])[CH:14]=[CH:13][C:5]=3[O:6][CH2:7][CH2:8][OH:9])/[C:23](=[O:27])[NH:24]2)=[CH:20][CH:19]=1. Reported procedure: Acetic acid 2-(4-chloro-2-formyl-phenoxy)-ethyl ester (1.5 g, 9.3 mmol) and 6-chlorooxindole (2.7 g, 11.2 mmol) were mixed in anhydrous methanol (20 mL) at room temperature. Then Pyrrolidine (0.8 g, 11.2 mmol) was added slowly. The reaction mixture was heated at 70° C. for 3 h, then cooled to r.t and the precipitation was collected by filtration to obtain title compound as a yellow solid (1.4 g). The solvent is O (water). Yields the product CC1=C(C=NN1C1=CC=C(C=C1)C)C(=O)O (5-Methyl-1-(4-methylphenyl)-1H-pyrazole-4-carboxylic acid). Reaction SMILES: C(O)C.C(O[CH:7]=[C:8]([C:14]([CH3:16])=O)[C:9]([O:11]CC)=[O:10])C.Cl.[CH3:18][C:19]1[CH:24]=[CH:23][C:22]([NH:25][NH2:26])=[CH:21][CH:20]=1.[OH-].[Na+]>O>[CH3:16][C:14]1[N:25]([C:22]2[CH:23]=[CH:24][C:19]([CH3:18])=[CH:20][CH:21]=2)[N:26]=[CH:7][C:8]=1[C:9]([OH:11])=[O:10] |f:2.3,4.5|. Reactants: C(C)O (ethanol), C(C)OC=C(C(=O)OCC)C(=O)C (ethyl 2-(ethoxymethylene)acetoacetate), [OH-].[Na+] (Sodium hydroxide), Cl.CC1=CC=C(C=C1)NN (4-methylphenylhydrazine hydrochloride). Reported procedure: To an ethanol (70 ml) and water (70 ml) solution of ethyl 2-(ethoxymethylene)acetoacetate (16.67 g) prepared according to a method described in J. Chem. Soc. Perkin trans. I, 1875 (1988), was added 4-methylphenylhydrazine hydrochloride (14.2 g) and the mixture was stirred at reflux temperature for 7.5 hours. Sodium hydroxide (8.5 g) was added and the mixture was further stirred at reflux temperature for an hour. After completion of the reaction, the solvent was evaporated, diluted hydrochloric a... Isolated yield 57.7%.